describe an organic reaction: reactants, conditions, products, and yield From a dataset of the Open Reaction Database (ORD), a public repository of structured organic reaction records. Reactants: C#CCO, CS(=O)(=O)c1nsc(-c2ccccc2)n1, CS(=O)c1nsc(-c2ccccc2)n1, CN(C)C=O, [Cl-], [H-], [Na+], [Na+]. Product: C#CCOc1nsc(-c2ccccc2)n1. Reaction SMILES: [CH2:30]([C:31]#[CH:32])[OH:33].[CH3:15][S:16]([c:17]1[n:18][c:19](-[c:20]2[cH:21][cH:22][cH:23][cH:24][cH:25]2)[s:26][n:27]1)(=[O:28])=[O:29].[CH3:1][S:2](=[O:3])[c:4]1[n:5][s:6][c:7](-[c:9]2[cH:10][cH:11][cH:12][cH:13][cH:14]2)[n:8]1.[CH3:38][N:39]([CH3:40])[CH:41]=[O:42].[Cl-:37].[H-:34].[Na+:35].[Na+:36]>>[c:4]1([O:33][CH2:30][C:31]#[CH:32])[n:5][s:6][c:7](-[c:9]2[cH:10][cH:11][cH:12][cH:13][cH:14]2)[n:8]1. Reactants: Cl (HCl), ClCCN(C1=CC=C(C=C1)CC(=O)OC)CCCl (methyl 2-(4-(bis(2-chloroethyl)amino)phenyl)acetate), [Li+].[OH-] (LiOH), O (H2O). The solvent is C1CCOC1 (THF). Conditions: temperature 50 celsius, time 2 hour. Product: ClCCN(C1=CC=C(C=C1)CC(=O)O)CCCl (2-(4-(bis(2-chloroethyl)amino)phenyl)acetic acid). As a reaction SMILES: [Cl:1][CH2:2][CH2:3][N:4]([CH2:16][CH2:17][Cl:18])[C:5]1[CH:10]=[CH:9][C:8]([CH2:11][C:12]([O:14]C)=[O:13])=[CH:7][CH:6]=1.[Li+].[OH-].O.Cl>C1COCC1>[Cl:1][CH2:2][CH2:3][N:4]([CH2:16][CH2:17][Cl:18])[C:5]1[CH:6]=[CH:7][C:8]([CH2:11][C:12]([OH:14])=[O:13])=[CH:9][CH:10]=1 |f:1.2|. Procedure: To a round bottom flask was added methyl 2-(4-(bis(2-chloroethyl)amino)phenyl)acetate (B-4) (3.4 g, 11.68 mmol), LiOH (1.7 g, 70.83 mmol), H2O (100 mL) and THF (50 mL). The reaction mixture was stirred at 50° C. for 2 h. After cooled down to r.t., the reaction mixture was adjusted with HCl (1 N) to pH7 and extracted with EtOAc (100 ml*2), the mixture was dried over Na2SO4 and concentrated under reduced pressure. The crude product (2.8 g) was used next step without further purification. LC-MS: (M... Starting materials: C(=O)(OC(C)(C)C)N1CCN(CC1)C1=C(C=CC=C1)C=O (1-Boc-4-(2-formyl-phenyl)-piperazine), N1CCOCC1 (morpholine), C(#N)[BH3-].[Na+] (sodium cyanoborohydride). The solvent is CO (methanol), C(C)(=O)OCC (ethyl acetate). Reaction conditions: time 24 hour. Yields the product hexanes ethyl acetate, C(=O)(OC(C)(C)C)N1CCN(CC1)C1=C(C=CC=C1)CN1CCOCC1 (1-Boc-4-(2-morpholin-4-ylmethyl-phenyl)-piperazine). Isolated yield 29.6%. RXN SMILES: [C:1]([N:8]1[CH2:13][CH2:12][N:11]([C:14]2[CH:19]=[CH:18][CH:17]=[CH:16][C:15]=2[CH:20]=O)[CH2:10][CH2:9]1)([O:3][C:4]([CH3:7])([CH3:6])[CH3:5])=[O:2].[NH:22]1[CH2:27][CH2:26][O:25][CH2:24][CH2:23]1.C([BH3-])#N.[Na+]>CO.C(OCC)(=O)C>[C:1]([N:8]1[CH2:13][CH2:12][N:11]([C:14]2[CH:19]=[CH:18][CH:17]=[CH:16][C:15]=2[CH2:20][N:22]2[CH2:27][CH2:26][O:25][CH2:24][CH2:23]2)[CH2:10][CH2:9]1)([O:3][C:4]([CH3:7])([CH3:6])[CH3:5])=[O:2] |f:2.3|. Procedure details: To a solution of 1-Boc-4-(2-formyl-phenyl)-piperazine (500 mg, 1.7 mmol) in methanol (10 mL) was added morpholine (348 mg, 4.0 mmol) and sodium cyanoborohydride (315 mg, 5 mmol) and the mixture was stirred for about 24 hours. The mixture was diluted with ethyl acetate (100 mL), washed with saturated NaHCO3 solution (10 ml), water (10 mL) and brine (10 mL). The organic phase was dried over anhydrous sodium sulfate and concentrated. Silica gel chromatography (1:1 hexanes/ethyl acetate) afforded th... Starting materials: O=C=NC12CC3CC(CC(C3)C1)C2, O=C([O-])[O-], Cn1cc(C(=O)NCCC2CCN(S(N)(=O)=O)CC2)c(=O)n(C)c1=O, CC(C)=O, [K+], [K+]. Yields the product Cn1cc(C(=O)NCCC2CCN(S(=O)(=O)NC(=O)NC34CC5CC(CC(C5)C3)C4)CC2)c(=O)n(C)c1=O. Reaction SMILES: [C:26]12([N:36]=[C:37]=[O:38])[CH2:27][CH:28]3[CH2:29][CH:30]([CH2:31][CH:32]([CH2:33]1)[CH2:34]3)[CH2:35]2.[C:39](=[O:40])([O-:41])[O-:42].[CH3:1][n:2]1[c:3](=[O:25])[n:4]([CH3:24])[c:5](=[O:23])[c:6]([C:8](=[O:9])[NH:10][CH2:11][CH2:12][CH:13]2[CH2:14][CH2:15][N:16]([S:19](=[O:20])(=[O:21])[NH2:22])[CH2:17][CH2:18]2)[cH:7]1.[CH3:45][C:46](=[O:47])[CH3:48].[K+:43].[K+:44]>>[CH3:1][n:2]1[c:3](=[O:25])[n:4]([CH3:24])[c:5](=[O:23])[c:6]([C:8](=[O:9])[NH:10][CH2:11][CH2:12][CH:13]2[CH2:14][CH2:15][N:16]([S:19](=[O:20])(=[O:21])[NH:22][C:37]([NH:36][C:26]34[CH2:27][CH:28]5[CH2:29][CH:30]([CH2:31][CH:32]([CH2:33]3)[CH2:34]5)[CH2:35]4)=[O:38])[CH2:17][CH2:18]2)[cH:7]1.